Task: describe an organic reaction: reactants, conditions, products, and yield. Dataset: the Open Reaction Database (ORD), a public repository of structured organic reaction records The reactants are CC=1C=C2CCC(=CC2=CC1C)CN1CCC2(C(NCN2C2=CC=CC=C2)=O)CC1 (8-[(3,4-Dihydro-6,7-dimethyl-2-naphthalenyl)methyl]-1-phenyl-1,3,8-triazaspiro[4.5]decan-4-one), Cl (hydrogen chloride). Run in C(C)O (ethanol). Product: Cl.CC=1C=C2CCC(=CC2=CC1C)CN1CCC2(C(NCN2C2=CC=CC=C2)=O)CC1 (8-[(3,4-Dihydro-6,7-dimethyl-2-naphthalenyl)methyl]-1-phenyl-1,3,8-triazaspiro[4.5]decan-4-one, hydrochloride). RXN SMILES: [CH3:1][C:2]1[CH:3]=[C:4]2[C:9](=[CH:10][C:11]=1[CH3:12])[CH:8]=[C:7]([CH2:13][N:14]1[CH2:30][CH2:29][C:17]3([N:21]([C:22]4[CH:27]=[CH:26][CH:25]=[CH:24][CH:23]=4)[CH2:20][NH:19][C:18]3=[O:28])[CH2:16][CH2:15]1)[CH2:6][CH2:5]2.[ClH:31]>C(O)C>[ClH:31].[CH3:1][C:2]1[CH:3]=[C:4]2[C:9](=[CH:10][C:11]=1[CH3:12])[CH:8]=[C:7]([CH2:13][N:14]1[CH2:30][CH2:29][C:17]3([N:21]([C:22]4[CH:23]=[CH:24][CH:25]=[CH:26][CH:27]=4)[CH2:20][NH:19][C:18]3=[O:28])[CH2:16][CH2:15]1)[CH2:6][CH2:5]2 |f:3.4|. Procedure details: 8-[(3,4-Dihydro-6,7-dimethyl-2-naphthalenyl)methyl]-1-phenyl-1,3,8-triazaspiro[4.5]decan-4-one (2.1 g) in 100 ml of absolute ethanol is treated with an excess of ethereal hydrogen chloride to yield the crude salt. The title compound (2.1 g) is crystallized from methanol and has a melting point of 276°-277° C. Reactants: O=C([O-])[O-], CN(C)C=O, Sc1cc(Cl)cc(Cl)c1, Clc1cc(Cl)cc(I)c1, [I-], [K+], [K+]. Yields the product Clc1cc(Cl)cc(Sc2cc(Cl)cc(Cl)c2)c1. Reaction SMILES: [C:19](=[O:20])([O-:21])[O-:22].[CH3:26][N:27]([CH3:28])[CH:29]=[O:30].[Cl:10][c:11]1[cH:12][c:13]([SH:18])[cH:14][c:15]([Cl:17])[cH:16]1.[Cl:1][c:2]1[cH:3][c:4]([I:9])[cH:5][c:6]([Cl:8])[cH:7]1.[I-:25].[K+:23].[K+:24]>>[Cl:1][c:2]1[cH:3][c:4]([S:18][c:13]2[cH:12][c:11]([Cl:10])[cH:16][c:15]([Cl:17])[cH:14]2)[cH:5][c:6]([Cl:8])[cH:7]1. Reactants: C(C1=CC=CC=C1)OC([C@@H](CC(=O)N[C@@H](C(C)(C)C)C(NC)=O)NC(=O)OC(C)(C)C)=O ((R)-t-butyloxycarbonylamino-N-(2,2-dimethyl-1(S)-(methylcarbamoyl)propyl)succinamic acid benzyl ester), CN(C)C(=[N+](C)C)ON1C2=C(C=CC=C2)N=N1.[B-](F)(F)(F)F (TBTU), C(C)(=C)OC([C@H](NC(=O)OC(C)(C)C)CC(=O)[O-])=O (β-allyl-N-t-butoxycarbonyl-D-aspartate), CNC([C@@H](N)C(C)(C)C)=O (L-t-leucine N-methylarnide). The product is C(C=C)OC(C[C@H](C(=O)N[C@@H](C(C)(C)C)C(NC)=O)NC(=O)OC(C)(C)C)=O (3(R)-(t-butoxycarbonylamino)-N-(2,2-dimethyl-1(S)-(methylcarbamoyl)propyl)succinamic acid allyl ester). Yield: 84.0%. As a reaction SMILES: [CH2:1]([O:8][C:9](=[O:32])[C@H:10](NC(OC(C)(C)C)=O)[CH2:11][C:12]([NH:14][C@H:15]([C:20](=[O:23])[NH:21][CH3:22])[C:16]([CH3:19])([CH3:18])[CH3:17])=[O:13])[C:2]1[CH:7]=CC=CC=1.C(OC(=O)[C@@H](CC([O-])=O)[NH:39][C:40]([O:42][C:43]([CH3:46])([CH3:45])[CH3:44])=[O:41])(=C)C.CNC(=O)[C@H](C(C)(C)C)N.CN(C(ON1N=NC2C=CC=CC1=2)=[N+](C)C)C.[B-](F)(F)(F)F>>[CH2:1]([O:8][C:9](=[O:32])[CH2:10][C@@H:11]([NH:39][C:40]([O:42][C:43]([CH3:46])([CH3:45])[CH3:44])=[O:41])[C:12]([NH:14][C@H:15]([C:20](=[O:23])[NH:21][CH3:22])[C:16]([CH3:17])([CH3:18])[CH3:19])=[O:13])[CH:2]=[CH2:7] |f:3.4|. Reported procedure: According to Example 1(b) for 3 (R)-t-butyloxycarbonylamino-N-(2,2-dimethyl-1(S)-(methylcarbamoyl)propyl)succinamic acid benzyl ester, β-allyl-N-t-butoxycarbonyl-D-aspartate (Belshaw, P.; Mzengeza, S.; Lajoie, G. Syn Commun 1990, 20, 3157-3160; 2.00 g, 7.32 mmol) and L-t-leucine N-methylarnide (Malon, P.; Pancoska, P.; Budesinsky, M.; Hlavacek, J.; Pospisek, J.; Blaha, K. Coll. Czech. Chem Commun. 1983, 48, 2844-2861; 1.05 g, 7.32 mmol) were coupled with TBTU. The resultant yellow oil was routin... Starting materials: ClC(C(=O)ON=C1C(C=CC=C1)CC(=O)O)Cl (2-dichloroacetoxyiminophenylacetic acid), P(Cl)(Cl)(Cl)(Cl)Cl (phosphorus pentachloride). Solvent: C(Cl)Cl (methylene chloride). Conditions: time 1 hour. The product is ClC(C(=O)ON=C1C(C=CC=C1)CC(=O)Cl)Cl (2-dichloroacetoxyiminophenylacetyl chloride). Isolated yield 98.5%. RXN SMILES: [Cl:1][CH:2]([Cl:17])[C:3]([O:5][N:6]=[C:7]1[CH:12]=[CH:11][CH:10]=[CH:9][CH:8]1[CH2:13][C:14](O)=[O:15])=[O:4].P(Cl)(Cl)(Cl)(Cl)[Cl:19]>C(Cl)Cl>[Cl:1][CH:2]([Cl:17])[C:3]([O:5][N:6]=[C:7]1[CH:12]=[CH:11][CH:10]=[CH:9][CH:8]1[CH2:13][C:14]([Cl:19])=[O:15])=[O:4]. Procedure: To a suspension of 2-dichloroacetoxyiminophenylacetic acid (syn-isomer) (0.276 g) in methylene chloride (10 ml.) was added phosphorus pentachloride (0.208 g) and the mixture was stirred for one hour at room temperature, during which time solution took place. After removal of solvent under reduced pressure, benzene was evaporated from the residue, and the resulting oil freed from solvent under vacuum, giving 2-dichloroacetoxyiminophenylacetyl chloride (syn-isomer) (0.29 g., 100%), νmax. (liquid f... The reactants are NC1=CC=C(C=C1)C1=NN(C2=NC=NC(=C21)N)[C@@H]2CC[C@@H](CC2)N2CCN(CC2)C (Cis-3-(4-aminophenyl)-1-[4-(4-methylpiperazino)cyclohexyl]-1H-pyrazolo[3,4-d]pyrimidin-4-amine), BrCC(=O)C1=CC=CC=C1 (bromoacetophenone), CN(C=O)C (N,N-dimethylformamide), C(C)(C)N(C(C)C)CC (N,N-diisopropylethylamine). Reaction conditions: time 5 minute. Product: C(C)(=O)O.C(C)(=O)O.NC1=C2C(=NC=N1)N(N=C2C2=CC=C(NCC(=O)C1=CC=CC=C1)C=C2)[C@@H]2CC[C@@H](CC2)N2CCN(CC2)C (cis-2-(4-{4-amino-1-[4-(4-methylpiperazino)cyclohexyl]-1H-pyrazolo[3,4-d]pyrimidin-3-yl}anilino)-1-phenyl-1-ethanone diacetate). As a reaction SMILES: [NH2:1][C:2]1[CH:7]=[CH:6][C:5]([C:8]2[C:16]3[C:11](=[N:12][CH:13]=[N:14][C:15]=3[NH2:17])[N:10]([C@H:18]3[CH2:23][CH2:22][C@@H:21]([N:24]4[CH2:29][CH2:28][N:27]([CH3:30])[CH2:26][CH2:25]4)[CH2:20][CH2:19]3)[N:9]=2)=[CH:4][CH:3]=1.Br[CH2:32][C:33]([C:35]1[CH:40]=[CH:39][CH:38]=[CH:37][CH:36]=1)=[O:34].C(N(CC)C(C)C)(C)C.CN(C)C=[O:53]>>[C:33]([OH:53])(=[O:34])[CH3:35].[C:33]([OH:53])(=[O:34])[CH3:35].[NH2:17][C:15]1[N:14]=[CH:13][N:12]=[C:11]2[N:10]([C@H:18]3[CH2:23][CH2:22][C@@H:21]([N:24]4[CH2:25][CH2:26][N:27]([CH3:30])[CH2:28][CH2:29]4)[CH2:20][CH2:19]3)[N:9]=[C:8]([C:5]3[CH:4]=[CH:3][C:2]([NH:1][CH2:32][C:33]([C:35]4[CH:40]=[CH:39][CH:38]=[CH:37][CH:36]=4)=[O:34])=[CH:7][CH:6]=3)[C:16]=12 |f:4.5.6|. Reported procedure: Cis-3-(4-aminophenyl)-1-[4-(4-methylpiperazino)cyclohexyl]-1H-pyrazolo[3,4-d]pyrimidin-4-amine (0.6 g, 0.00148 mol) and bromoacetophenone (0.295 g, 0.00148 mol) were dissolved in anhydrous N,N-dimethylformamide (30 mL) and the resulting mixture was stirred at ambient temperature under an atmosphere of nitrogen for 5 min. N,N-diisopropylethylamine (0.095 g, 0.00074 mol) was added dropwise and stirring under an atmosphere of nitrogen was continued for sixteen hours. The reaction mixture was concen... Reactants: CN1N=CC=C1B1OC(C(O1)(C)C)(C)C (1-methyl-5-(4,4,5,5-tetramethyl-1,3,2-dioxaborolan-2-yl)-1H-pyrazole), BrC=1C=C2CN(C(C2=CC1)=O)[C@H](CN1C(C2=CC=CC=C2C1=O)=O)CC1=CC(=CC(=C1)F)F (2-[(2S)-2-(5-bromo-1-oxo-1,3-dihydro-2H-isoindol-2-yl)-3-(3,5-difluorophenyl)propyl]-1H-isoindole-1, 3(2H)-dione), C(C)(C)N(C(C)C)CC (N,N-diisopropylethylamine), O1CCOCC1 (1,4-dioxane), O (water). The reagents and catalysts are CC(C)([P](C(C)(C)C)([Pd][P](C(C)(C)C)(C(C)(C)C)C(C)(C)C)C(C)(C)C)C (bis(tri-t-butylphosphine)palladium). Run at temperature 110 celsius, time 15 minute. Product: CN1N=CC=C1C=1C=C2CN(C(C2=CC1)=O)[C@H](CN1C(C2=CC=CC=C2C1=O)=O)CC1=CC(=CC(=C1)F)F (2-[(2S)-2-[5-(1-methyl-1H-pyrazol-5-yl)-1-oxo-1,3-dihydro-2H-isoindol-2-yl]-3-(3,5-di fluorophenyl)propyl]-1H-isoindole-1,3(2H)-dione). Yield: 68.2%. As a reaction SMILES: [CH3:1][N:2]1[C:6](B2OC(C)(C)C(C)(C)O2)=[CH:5][CH:4]=[N:3]1.Br[C:17]1[CH:18]=[C:19]2[C:23](=[CH:24][CH:25]=1)[C:22](=[O:26])[N:21]([C@@H:27]([CH2:40][C:41]1[CH:46]=[C:45]([F:47])[CH:44]=[C:43]([F:48])[CH:42]=1)[CH2:28][N:29]1[C:37](=[O:38])[C:36]3[C:31](=[CH:32][CH:33]=[CH:34][CH:35]=3)[C:30]1=[O:39])[CH2:20]2.C(N(CC)C(C)C)(C)C.O1CCOCC1.O>CC(C)([P](C(C)(C)C)([Pd][P](C(C)(C)C)(C(C)(C)C)C(C)(C)C)C(C)(C)C)C>[CH3:1][N:2]1[C:6]([C:17]2[CH:18]=[C:19]3[C:23](=[CH:24][CH:25]=2)[C:22](=[O:26])[N:21]([C@@H:27]([CH2:40][C:41]2[CH:42]=[C:43]([F:48])[CH:44]=[C:45]([F:47])[CH:46]=2)[CH2:28][N:29]2[C:30](=[O:39])[C:31]4[C:36](=[CH:35][CH:34]=[CH:33][CH:32]=4)[C:37]2=[O:38])[CH2:20]3)=[CH:5][CH:4]=[N:3]1 |^1:67,73|. Procedure details: A mixture of 1-methyl-5-(4,4,5,5-tetramethyl-1,3,2-dioxaborolan-2-yl)-1H-pyrazole (0.557 g, 2.68 mmol), bis(tri-t-butylphosphine)palladium (0.114 g, 0.223 mmol), 2-[(2S)-2-(5-bromo-1-oxo-1,3-dihydro-2H-isoindol-2-yl)-3-(3,5-difluorophenyl)propyl]-1H-isoindole-1, 3(2H)-dione (1.05 g, 2.06 mmol) and N,N-diisopropylethylamine (1.16 mL, 6.69 mmol) in 1,4-dioxane (12 mL, 150 mmol) and water (0.60 mL, 33 mmol) was stirred under microwave at 110° C. for 15 minutes. The reaction mixture was filtered thr...